From a dataset of the Open Reaction Database (ORD), a public repository of structured organic reaction records. describe an organic reaction: reactants, conditions, products, and yield The reactants are C(C)(C)(C)OC(=O)N1CCC(CC1)C1=C(C=CC=C1)CO (4-(2-Hydroxymethyl-phenyl)-piperidine-1-carboxylic acid tert-butyl ester), Cl (hydrogen chloride). Run in O1CCOCC1 (dioxane). Conditions: time 1 hour. The product is Cl.N1CCC(CC1)C1=C(C=CC=C1)CO ((2-Piperidin-4-yl-phenyl)-methanol hydrochloride). As a reaction SMILES: C(OC([N:8]1[CH2:13][CH2:12][CH:11]([C:14]2[CH:19]=[CH:18][CH:17]=[CH:16][C:15]=2[CH2:20][OH:21])[CH2:10][CH2:9]1)=O)(C)(C)C.[ClH:22]>O1CCOCC1>[ClH:22].[NH:8]1[CH2:13][CH2:12][CH:11]([C:14]2[CH:19]=[CH:18][CH:17]=[CH:16][C:15]=2[CH2:20][OH:21])[CH2:10][CH2:9]1 |f:3.4|. Procedure: 4-(4-(2-Hydroxymethyl-phenyl)-piperidine-1-carboxylic acid tert-butyl ester (0.13 g, 0.44 mmol) was dissolved in a solution of hydrogen chloride in dioxane (4 N, 2 mL). The mixture was stirred for 1 hour and the solvent removed by evaporation under vacuum. The solid was triturated from ether to afford the title compound as a white solid (0.08 g). LCMS m/z 192.2 [M+H]+. R.T.=0.72 min (Analytical Method 4). RXN SMILES: CC1SC(C([O-])=S)=CC=1.[NH2:10][C:11](=[S:22])[C:12]1[CH:13]=[C:14]([C:18]([O:20][CH3:21])=[S:19])[S:15][C:16]=1[CH3:17].Br[CH2:24][C:25]([C:27]1[CH:32]=[CH:31][C:30]([O:33][CH3:34])=[CH:29][CH:28]=1)=O>CC(C)=O>[CH3:34][O:33][C:30]1[CH:31]=[CH:32][C:27]([C:25]2[N:10]=[C:11]([C:12]3[CH:13]=[C:14]([C:18]([O:20][CH3:21])=[S:19])[S:15][C:16]=3[CH3:17])[S:22][CH:24]=2)=[CH:28][CH:29]=1. The product is COC1=CC=C(C=C1)C=1N=C(SC1)C=1C=C(SC1C)C(=S)OC (methyl 4-[4-(4-methoxyphenyl)(1,3-thiazol-2-yl)]-5-methylthiothiophene-2-carboxylate). Procedure details: Methyl 4-]4-(4-methoxyphenyl)(1,3-thiazol-2-yl)]-5-methylthiothiophene-2-carboxylate: 30 mg (0.122 mmol) of methyl 4-(aminothioxomethyl)-5-methylthiothiophene-2-carboxylate (Maybridge Chemical Co. LTD., Cornwall, U.K.) was dissolved in 1.2 mL of reagent grade acetone. 2-bromo-4′-methoxy acetophenone (0.146 mmol; 28 mg; Aldrich Chemical Co.) was added and the solution was allowed to reflux for 3 h. The solution was allowed to cool and a solid was filtered and washed with methanol and dried in vac... Solvent: reagent, CC(=O)C (acetone). The yield is 104.3%. Starting materials: Methyl, CC1=CC=C(S1)C(=S)[O-] (5-methylthiothiophene-2-carboxylate), NC(C=1C=C(SC1C)C(=S)OC)=S (methyl 4-(aminothioxomethyl)-5-methylthiothiophene-2-carboxylate), BrCC(=O)C1=CC=C(C=C1)OC (2-bromo-4′-methoxy acetophenone). The reactants are C(C)OC([C@@H](NC(C(Cl)ON=CC1=CC=CC=C1Cl)=O)C)=O (N-(2,6-dichlorobenzylideneaminooxyacetyl)alanine ethylester), ClC(C(=O)N[C@@H](C)C(=O)O)ON=CC1=CC=CC=C1Cl (N-(2,6-dichlorobenzylideneaminooxyacetyl)alanine). Yields the product ClC(C(=O)N1CCOCC1)ON=CC1=CC=CC=C1Cl (N-(2,6-dichlorobenzylideneaminooxyacetyl)morpholine). RXN SMILES: [CH2:1]([O:3][C:4](=O)[C@H:5](C)[NH:6][C:7](=[O:20])[CH:8]([O:10][N:11]=[CH:12][C:13]1[C:18]([Cl:19])=[CH:17][CH:16]=[CH:15][CH:14]=1)[Cl:9])[CH3:2].ClC(ON=CC1C(Cl)=CC=CC=1)C(N[C@H](C(O)=O)C)=O>>[Cl:9][CH:8]([O:10][N:11]=[CH:12][C:13]1[C:18]([Cl:19])=[CH:17][CH:16]=[CH:15][CH:14]=1)[C:7]([N:6]1[CH2:5][CH2:4][O:3][CH2:1][CH2:2]1)=[O:20]. Reported procedure: N-(2,6-dichlorobenzylideneaminooxyacetyl)alanine ethylester of N-(2,6-dichlorobenzylideneaminooxyacetyl)alanine Product: CC(C)(C)OC(=O)COc1ccc(Sc2ccc(CCN(CC(O)c3cccc(Cl)c3)C(=O)OC(C)(C)C)cc2)cc1. RXN SMILES: [Br:41][CH2:42][C:43](=[O:44])[O:45][C:46]([CH3:47])([CH3:48])[CH3:49].[C:35](=[O:36])([O-:37])[O-:38].[CH3:50][N:51]([CH3:52])[CH:53]=[O:54].[Cl:1][c:2]1[cH:3][c:4]([CH:8]([CH2:9][N:10]([C:11]([O:12][C:13]([CH3:14])([CH3:15])[CH3:16])=[O:17])[CH2:18][CH2:19][c:20]2[cH:21][cH:22][c:23]([S:26][c:27]3[cH:28][cH:29][c:30]([OH:33])[cH:31][cH:32]3)[cH:24][cH:25]2)[OH:34])[cH:5][cH:6][cH:7]1.[K+:39].[K+:40]>>[Cl:1][c:2]1[cH:3][c:4]([CH:8]([CH2:9][N:10]([C:11]([O:12][C:13]([CH3:14])([CH3:15])[CH3:16])=[O:17])[CH2:18][CH2:19][c:20]2[cH:21][cH:22][c:23]([S:26][c:27]3[cH:28][cH:29][c:30]([O:33][CH2:42][C:43](=[O:44])[O:45][C:46]([CH3:47])([CH3:48])[CH3:49])[cH:31][cH:32]3)[cH:24][cH:25]2)[OH:34])[cH:5][cH:6][cH:7]1. Reactants: CC(C)(C)OC(=O)CBr, O=C([O-])[O-], CN(C)C=O, CC(C)(C)OC(=O)N(CCc1ccc(Sc2ccc(O)cc2)cc1)CC(O)c1cccc(Cl)c1, [K+], [K+]. Starting materials: C(C=C)[B-](C1=CC=C(C=C1)Br)(C1=CC=C(C=C1)Br)C1=CC=C(C=C1)Br.[Li+] (lithium allyltris(p-bromophenyl)borate), F[Sb-](F)(F)(F)(F)F.C1(=CC=CC=C1)[S+](CC1=CC=CC2=CC=CC=C12)C1=CC=CC2=CC=CC=C12 (phenyl (1-naphthyl) (1-naphthylmethyl)sulfonium hexafluoroantimonate), O (water), resultant mixture. Run in C(C)#N (acetonitrile), CC(=O)C (acetone). Yields the product C(C=C)[B-](C1=CC=C(C=C1)Br)(C1=CC=C(C=C1)Br)C1=CC=C(C=C1)Br.C1(=CC=CC=C1)[S+](CC1=CC=CC2=CC=CC=C12)C1=CC=CC2=CC=CC=C12 (phenyl(1-naphthyl)(1-naphthylmethyl) sulfonium-allyltris(p-bromophenyl)borate). Yield: 34.4%. As a reaction SMILES: [CH2:1]([B-:4]([C:19]1[CH:24]=[CH:23][C:22]([Br:25])=[CH:21][CH:20]=1)([C:12]1[CH:17]=[CH:16][C:15]([Br:18])=[CH:14][CH:13]=1)[C:5]1[CH:10]=[CH:9][C:8]([Br:11])=[CH:7][CH:6]=1)[CH:2]=[CH2:3].[Li+].F[Sb-](F)(F)(F)(F)F.[C:34]1([S+:40]([C:52]2[C:61]3[C:56](=[CH:57][CH:58]=[CH:59][CH:60]=3)[CH:55]=[CH:54][CH:53]=2)[CH2:41][C:42]2[C:51]3[C:46](=[CH:47][CH:48]=[CH:49][CH:50]=3)[CH:45]=[CH:44][CH:43]=2)[CH:39]=[CH:38][CH:37]=[CH:36][CH:35]=1.O>C(#N)C.CC(C)=O>[CH2:1]([B-:4]([C:12]1[CH:17]=[CH:16][C:15]([Br:18])=[CH:14][CH:13]=1)([C:19]1[CH:24]=[CH:23][C:22]([Br:25])=[CH:21][CH:20]=1)[C:5]1[CH:6]=[CH:7][C:8]([Br:11])=[CH:9][CH:10]=1)[CH:2]=[CH2:3].[C:34]1([S+:40]([C:52]2[C:61]3[C:56](=[CH:57][CH:58]=[CH:59][CH:60]=3)[CH:55]=[CH:54][CH:53]=2)[CH2:41][C:42]2[C:51]3[C:46](=[CH:47][CH:48]=[CH:49][CH:50]=3)[CH:45]=[CH:44][CH:43]=2)[CH:35]=[CH:36][CH:37]=[CH:38][CH:39]=1 |f:0.1,2.3,7.8|. Reported procedure: A solution of 4.30 g of lithium allyltris(p-bromophenyl)borate in 50 ml of acetonitrile was added to a solution of 5.00 g of phenyl (1-naphthyl) (1-naphthylmethyl)sulfonium hexafluoroantimonate in 100 ml of acetone, and the resultant mixture was stirred at room temperature for 30 minutes. Then, 200 ml of water was added. The resultant precipitate of a yellow oily component was recovered, and 100 ml of dichloromethane was added. The dichloromethane layer was washed with water, dried and concentra... Starting materials: NC=1N=CN2C1CN(C(C1=C2C=CC=C1)=O)C (3-amino-4,5-dihydro-5-methyl-6H-imidazo[1,5-a][1,4]benzodiazepin-6-one), N(=O)[O-].[Na+] (sodium nitrite), [H+].[B-](F)(F)(F)F (hydrofluoboric acid), [H+].[B-](F)(F)(F)F (hydrofluoboric acid). The solvent is O (water). Reaction conditions: time 20 minute. The product is FC=1N=CN2C1CN(C(C1=C2C=CC=C1)=O)C (3-fluoro-4,5 -dihydro-5-methyl-6H-imidazo[1,5-a][1,4]benzodiazepin-6-one). As a reaction SMILES: N[C:2]1[N:3]=[CH:4][N:5]2[C:11]3[CH:12]=[CH:13][CH:14]=[CH:15][C:10]=3[C:9](=[O:16])[N:8]([CH3:17])[CH2:7][C:6]=12.N([O-])=O.[Na+].[H+].[B-](F)(F)(F)[F:24]>O>[F:24][C:2]1[N:3]=[CH:4][N:5]2[C:11]3[CH:12]=[CH:13][CH:14]=[CH:15][C:10]=3[C:9](=[O:16])[N:8]([CH3:17])[CH2:7][C:6]=12 |f:1.2,3.4|. Procedure: A solution of 5 g (22 mmol) of 3-amino-4,5-dihydro-5-methyl-6H-imidazo[1,5-a][1,4]benzodiazepin-6-one in 100 ml of hydrofluoboric acid (50 percent in water) is diazotized at 0° to 5° with a solution of 1.95 g (28 mmol) of sodium nitrite in 4 ml of water. The yellow solution is stirred in an ice-bath for 20 minutes, diluted with 85 ml of hydrofluoboric acid, poured into a quartz vessel and irradiated overnight with a UV-lamp. Subsequently, the mixture is extracted with chloroform. The chloroform ... Reactants: O.C1(=CC=CC=C1)C(=O)C=O (phenylglyoxal monohydrate), C(=O)(OC)C=C(C)C1=CC=C(C=C1)CCC(N)(C)C (3-{4-(2-carbomethoxy-1-methylethenyl)phenyl}-1, 1-dimethylpropanamine). The product is C(=O)(OC)C=C(C)C1=CC=C(C=C1)CCC(C)(C)NCC(C1=CC=CC=C1)O (N-{3-(4-{2-Carbomethoxy-1-methylethenyl}phenyl)-1, 1-dimethylpropyl}-2-hydroxy-2-phenylethanamine). The yield is 64.6%. Reaction SMILES: O.[C:2]1([C:8]([CH:10]=O)=[O:9])[CH:7]=[CH:6][CH:5]=[CH:4][CH:3]=1.[C:12]([CH:16]=[C:17]([C:19]1[CH:24]=[CH:23][C:22]([CH2:25][CH2:26][C:27]([CH3:30])([CH3:29])[NH2:28])=[CH:21][CH:20]=1)[CH3:18])([O:14][CH3:15])=[O:13]>>[C:12]([CH:16]=[C:17]([C:19]1[CH:20]=[CH:21][C:22]([CH2:25][CH2:26][C:27]([NH:28][CH2:10][CH:8]([OH:9])[C:2]2[CH:3]=[CH:4][CH:5]=[CH:6][CH:7]=2)([CH3:30])[CH3:29])=[CH:23][CH:24]=1)[CH3:18])([O:14][CH3:15])=[O:13] |f:0.1|. Reported procedure: This was prepared in an identical manner to the compound described in Example 13 using phenylglyoxal monohydrate (1.34 g) and 3-{4-(2-carbomethoxy-1-methylethenyl)phenyl}-1, 1-dimethylpropanamine (2.61 g). The title compound (2.17 g) m.p. 98°-102° C. (benzene-hexane) was obtained after chromatography on Kieselgel 60 eluting with 1% methanolchloroform. τ(CDCl3) 8.85 (6H, s), 8.1-8.7 (2H, m), 6.8-7.8 (9H, m), 6.2 (3H, s), 5.3 (1H, dd), 3.82 (1H broad), 2.65 (9H, m).